Dataset: the Open Reaction Database (ORD), a public repository of structured organic reaction records. Task: describe an organic reaction: reactants, conditions, products, and yield Reactants: O=C([O-])[O-], CS(C)=O, CN1CCC(c2nn(-c3ccccc3)c3ccc(F)cc23)CC1, [K+], [K+], N#CBr, O. The product is N#CN1CCC(c2nn(-c3ccccc3)c3ccc(F)cc23)CC1. Reaction SMILES: [C:4](=[O:5])([O-:6])[O-:7].[CH3:34][S:35]([CH3:36])=[O:37].[F:10][c:11]1[cH:12][c:13]2[c:14]([CH:26]3[CH2:27][CH2:28][N:29]([CH3:32])[CH2:30][CH2:31]3)[n:15][n:16](-[c:20]3[cH:21][cH:22][cH:23][cH:24][cH:25]3)[c:17]2[cH:18][cH:19]1.[K+:8].[K+:9].[N:1]#[C:2][Br:3].[OH2:33]>>[N:1]#[C:2][N:29]1[CH2:28][CH2:27][CH:26]([c:14]2[c:13]3[cH:12][c:11]([F:10])[cH:19][cH:18][c:17]3[n:16](-[c:20]3[cH:21][cH:22][cH:23][cH:24][cH:25]3)[n:15]2)[CH2:31][CH2:30]1. The reactants are ClC1=CC=C(C=C1)N=C=S (4-chlorophenyl isothiocyanate), CC1(CCNCC1)C(=O)OCC (ethyl 4-methylpiperidine-4-carboxylate). The solvent is ClCCl (dichloromethane). Conditions: time 30 minute. The product is ClC1=CC=C(C=C1)NC(=S)N1CCC(CC1)(C(=O)OCC)C (Ethyl 1-{[(4-chlorophenyl)amino]carbonothioyl}-4-methylpiperidine-4-carboxylate). As a reaction SMILES: [Cl:1][C:2]1[CH:7]=[CH:6][C:5]([N:8]=[C:9]=[S:10])=[CH:4][CH:3]=1.[CH3:11][C:12]1([C:18]([O:20][CH2:21][CH3:22])=[O:19])[CH2:17][CH2:16][NH:15][CH2:14][CH2:13]1>ClCCl>[Cl:1][C:2]1[CH:7]=[CH:6][C:5]([NH:8][C:9]([N:15]2[CH2:16][CH2:17][C:12]([CH3:11])([C:18]([O:20][CH2:21][CH3:22])=[O:19])[CH2:13][CH2:14]2)=[S:10])=[CH:4][CH:3]=1. Procedure details: A mixture of 4-chlorophenyl isothiocyanate (2.36 g, 13.98 mmol), and ethyl 4-methylpiperidine-4-carboxylate (U.S. 2002/0086887, example 532C) (2.17 g, 12.71 mmol) in dichloromethane (50 mL) was stirred at room temperature for 30 minutes. The mixture was partitioned between dichloromethane and brine, and the layers were separated. The organic phase was dried over MgSO4 and evaporated under reduced pressure. The crude product was purified by column chromatography on silica gel using dichloromethan... Product: N#Cc1cccnc1N1CCN(CC(=O)Nc2ccc(C(F)(F)F)cc2)CC1. Starting materials: Cc1ccccc1, CC(C)NC(C)C, O=C(CCl)Nc1ccc(C(F)(F)F)cc1, N#Cc1cccnc1N1CCNCC1. Reaction SMILES: [CH3:37][c:38]1[cH:39][cH:40][cH:41][cH:42][cH:43]1.[CH:16]([NH:17][CH:18]([CH3:19])[CH3:20])([CH3:21])[CH3:22].[Cl:1][CH2:2][C:3](=[O:4])[NH:5][c:6]1[cH:7][cH:8][c:9]([C:12]([F:13])([F:14])[F:15])[cH:10][cH:11]1.[N:23]1([c:29]2[c:30]([C:31]#[N:32])[cH:33][cH:34][cH:35][n:36]2)[CH2:24][CH2:25][NH:26][CH2:27][CH2:28]1>>[CH2:2]([C:3](=[O:4])[NH:5][c:6]1[cH:7][cH:8][c:9]([C:12]([F:13])([F:14])[F:15])[cH:10][cH:11]1)[N:26]1[CH2:25][CH2:24][N:23]([c:29]2[c:30]([C:31]#[N:32])[cH:33][cH:34][cH:35][n:36]2)[CH2:28][CH2:27]1. Starting materials: C(CCCCCCCCC(=O)OC1CCN(CC1)O)(=O)OC1CCN(CC1)O (bis(1-hydroxypiperidin-4-yl) sebacate), C(C)O (ethanol), C([O-])([O-])=O.[K+].[K+] (potassium carbonate), C(C=C)Br (allyl bromide). Yields the product C(CCCCCCCCC(=O)OC1CCN(CC1)OCC=C)(=O)OC1CCN(CC1)OCC=C (Bis(1-allyloxypiperidin-4-yl) Sebacate). Reaction SMILES: [C:1]([O:21][CH:22]1[CH2:27][CH2:26][N:25]([OH:28])[CH2:24][CH2:23]1)(=[O:20])[CH2:2][CH2:3][CH2:4][CH2:5][CH2:6][CH2:7][CH2:8][CH2:9][C:10]([O:12][CH:13]1[CH2:18][CH2:17][N:16]([OH:19])[CH2:15][CH2:14]1)=[O:11].[C:29](=O)([O-])[O-].[K+].[K+].[CH2:35](Br)[CH:36]=[CH2:37].[CH2:39](O)[CH3:40]>>[C:1]([O:21][CH:22]1[CH2:23][CH2:24][N:25]([O:28][CH2:29][CH:39]=[CH2:40])[CH2:26][CH2:27]1)(=[O:20])[CH2:2][CH2:3][CH2:4][CH2:5][CH2:6][CH2:7][CH2:8][CH2:9][C:10]([O:12][CH:13]1[CH2:14][CH2:15][N:16]([O:19][CH2:35][CH:36]=[CH2:37])[CH2:17][CH2:18]1)=[O:11] |f:1.2.3|. Procedure details: Following the general procedure of Example 1 using bis(1-hydroxypiperidin-4-yl) sebacate, potassium carbonate and allyl bromide in ethanol solvent, the title compound is obtained. Starting materials: CC1CCC(C(=O)N(CCO[Si](C)(C)C(C)(C)C)c2cc(C#CC(C)(C)C)sc2C(=O)O)CC1, C1CCOC1. The product is CC1CCC(C(=O)N(CCO)c2cc(C#CC(C)(C)C)sc2C(=O)O)CC1. As a reaction SMILES: [C:1]([Si:2]([CH3:3])([CH3:4])[O:6][CH2:7][CH2:8][N:9]([c:10]1[c:11]([C:21](=[O:22])[OH:23])[s:12][c:13]([C:15]#[C:16][C:17]([CH3:18])([CH3:19])[CH3:20])[cH:14]1)[C:24](=[O:25])[CH:26]1[CH2:27][CH2:28][CH:29]([CH3:32])[CH2:30][CH2:31]1)([CH3:5])([CH3:33])[CH3:34].[CH2:35]1[O:36][CH2:37][CH2:38][CH2:39]1>>[OH:6][CH2:7][CH2:8][N:9]([c:10]1[c:11]([C:21](=[O:22])[OH:23])[s:12][c:13]([C:15]#[C:16][C:17]([CH3:18])([CH3:19])[CH3:20])[cH:14]1)[C:24](=[O:25])[CH:26]1[CH2:27][CH2:28][CH:29]([CH3:32])[CH2:30][CH2:31]1. Starting materials: C(C1=CC=CC=C1)OC=1C=C(C=C(C1)OCC1=CC=CC=C1)CC(=O)OCC (ethyl 3,5-dibenzyloxyphenylacetate), [OH-].[Na+] (NaOH). The solvent is CCO (EtOH). Reaction conditions: time 2 hour. The product is C(C1=CC=CC=C1)OC=1C=C(C=C(C1)OCC1=CC=CC=C1)CC(=O)O (3,5-dibenzyloxyphenylacetic acid). RXN SMILES: [CH2:1]([O:8][C:9]1[CH:10]=[C:11]([CH2:23][C:24]([O:26]CC)=[O:25])[CH:12]=[C:13]([O:15][CH2:16][C:17]2[CH:22]=[CH:21][CH:20]=[CH:19][CH:18]=2)[CH:14]=1)[C:2]1[CH:7]=[CH:6][CH:5]=[CH:4][CH:3]=1.[OH-].[Na+]>CCO>[CH2:1]([O:8][C:9]1[CH:10]=[C:11]([CH2:23][C:24]([OH:26])=[O:25])[CH:12]=[C:13]([O:15][CH2:16][C:17]2[CH:22]=[CH:21][CH:20]=[CH:19][CH:18]=2)[CH:14]=1)[C:2]1[CH:7]=[CH:6][CH:5]=[CH:4][CH:3]=1 |f:1.2|. Procedure details: To a solution of ethyl 3,5-dibenzyloxyphenylacetate (4.1 g, 10.9 mmol) in 50 ml of EtOH is added 21 ml (6 eq) of 1N NaOH. The reaction is stirred at room temperature for 2 hours at which time it is extracted with Et2O and H2O. The H2O layer is acidified to pH~1 using 1N HCl and extracted with Et2O. The organics are dried (MgSO4) and concentrated in vacuo to obtain 3,5-dibenzyloxyphenylacetic acid which is confirmed by NMR and used directly in the next step. Starting materials: BrCC1CC1, CN(C)C=O, [H-], [Na+], CCOC(=O)c1sc(-n2ccc(O)cc2=O)nc1C. Product: CCOC(=O)c1sc(-n2ccc(OCC3CC3)cc2=O)nc1C. As a reaction SMILES: [Br:22][CH2:23][CH:24]1[CH2:25][CH2:26]1.[CH3:27][N:28]([CH3:29])[CH:30]=[O:31].[H-:20].[Na+:21].[OH:1][c:2]1[cH:3][c:4](=[O:19])[n:5](-[c:8]2[s:9][c:10]([C:14](=[O:15])[O:16][CH2:17][CH3:18])[c:11]([CH3:13])[n:12]2)[cH:6][cH:7]1>>[O:1]([c:2]1[cH:3][c:4](=[O:19])[n:5](-[c:8]2[s:9][c:10]([C:14](=[O:15])[O:16][CH2:17][CH3:18])[c:11]([CH3:13])[n:12]2)[cH:6][cH:7]1)[CH2:23][CH:24]1[CH2:25][CH2:26]1. Starting materials: C1(=CC=CC=C1)P(C1=CC=CC=C1)C1=CC=CC=C1 (Triphenylphosphine), ClC1=C(N)C=CC(=C1)SC1=CC=CC=C1 (2-chloro-4-(phenylsulphanyl)aniline), [Cl-].[NH4+] (ammonium chloride), ClC(C(=O)C(Cl)(Cl)Cl)(Cl)Cl (hexachloroacetone), C(C)(C)(C)OC(=O)NC(C)(C(=O)O)C (N-t-butyloxycarbonyl-2-methylalanine). The solvent is C(C)N(CC)CC (triethylamine), C(Cl)Cl (DCM). Run at time 20 minute. Yields the product ClC1=C(C=CC(=C1)SC1=CC=CC=C1)NC([C@@H](C)NC(=O)OC(C)(C)C)=O ((R)-N-[2-Chloro-4-(phenylsulphanyl)phenyl]-2-(t-butoxycarbonylamino)propanamide). As a reaction SMILES: C1(P(C2C=CC=CC=2)C2C=CC=CC=2)C=CC=CC=1.ClC(Cl)(Cl)C(C(Cl)(Cl)Cl)=O.[C:30]([O:34][C:35]([NH:37][C:38]([CH3:43])([C:40]([OH:42])=O)C)=[O:36])([CH3:33])([CH3:32])[CH3:31].[Cl:44][C:45]1[CH:51]=[C:50]([S:52][C:53]2[CH:58]=[CH:57][CH:56]=[CH:55][CH:54]=2)[CH:49]=[CH:48][C:46]=1[NH2:47].[Cl-].[NH4+]>C(Cl)Cl.C(N(CC)CC)C>[Cl:44][C:45]1[CH:51]=[C:50]([S:52][C:53]2[CH:58]=[CH:57][CH:56]=[CH:55][CH:54]=2)[CH:49]=[CH:48][C:46]=1[NH:47][C:40](=[O:42])[C@H:38]([NH:37][C:35]([O:34][C:30]([CH3:31])([CH3:32])[CH3:33])=[O:36])[CH3:43] |f:4.5|. Reported procedure: Triphenylphosphine (0.0.612 g) was added to a cooled (−78° C.) solution of hexachloroacetone (0.18 ml) and N-t-butyloxycarbonyl-2-methylalanine (0.441 g) in dry DCM (15 ml) under argon. The resulting mixture was stirred at low temperature for 20 minutes. Then 2-chloro-4-(phenylsulphanyl)aniline (0.5 g) (Method 5) and dry triethylamine (0.33 ml) were added. The resulting mixture was slowly warmed to room temperature, under argon, before being stirred for 1 hour at room temperature. Saturated aque...